The task is: describe an organic reaction: reactants, conditions, products, and yield. This data is from the Open Reaction Database (ORD), a public repository of structured organic reaction records. Reaction SMILES: I([O-])(=O)(=O)=[O:2].[Na+].[CH2:7]([OH:14])[C:8]1[CH:13]=[CH:12][CH:11]=[CH:10][CH:9]=1>[OH-].[Na+].[Ru](=O)=O>[C:7]([OH:2])(=[O:14])[C:8]1[CH:13]=[CH:12][CH:11]=[CH:10][CH:9]=1 |f:0.1,3.4|. Procedure details: To a stirred suspension of 20 g (94 m mol) sodium periodate in 200 cc of 1 molar sodium hydroxide there was added 0.1 g (0.75 m mol) ruthenium dioxide and 4.32 g (40 m mol) benzyl alcohol. After two hours the reaction was stopped. The mixture was then filtered and the filtrate washed with ether obtaining a neutral fraction comprising benzaldehyde and unreacted benzyl alcohol. The aqueous alkali phase was acidified with sulfuric acid and extracted with ether. There was obtained 4.32 grams of benz... The product is C(C1=CC=CC=C1)(=O)O (benzoic acid). The reactants are I(=O)(=O)(=O)[O-].[Na+] (sodium periodate), C(C1=CC=CC=C1)O (benzyl alcohol). The reagents and catalysts are [Ru](=O)=O (ruthenium dioxide). Run in [OH-].[Na+] (sodium hydroxide). The yield is 88.5%. Reaction conditions: time 2 hour. Starting materials: C(C1=CC=CC=C1)OC=1C=C(C(=C(C1)C)Br)C (5-(benzyloxy)-2-bromo-1,3-dimethylbenzene), CCCCCC.C(CCC)[Li] (n-butyllithium hexane), Cl (hydrochloric acid), B(OC(C)C)(OC(C)C)OC(C)C (triisopropyl borate). Solvent: O1CCCC1 (tetrahydrofuran). Run at temperature -78 celsius. Yields the product C(C1=CC=CC=C1)OC1=CC(=C(C(=C1)C)B(O)O)C ([4-(benzyloxy)-2,6-dimethylphenyl]boronic acid). Yield: 60.1%. Reaction SMILES: [CH2:1]([O:8][C:9]1[CH:10]=[C:11]([CH3:17])[C:12](Br)=[C:13]([CH3:15])[CH:14]=1)[C:2]1[CH:7]=[CH:6][CH:5]=[CH:4][CH:3]=1.CCCCCC.C([Li])CCC.[B:29](OC(C)C)([O:34]C(C)C)[O:30]C(C)C.Cl>O1CCCC1>[CH2:1]([O:8][C:9]1[CH:10]=[C:11]([CH3:17])[C:12]([B:29]([OH:34])[OH:30])=[C:13]([CH3:15])[CH:14]=1)[C:2]1[CH:7]=[CH:6][CH:5]=[CH:4][CH:3]=1 |f:1.2|. Reported procedure: To a solution (100 mL) of 5-(benzyloxy)-2-bromo-1,3-dimethylbenzene (8.78 g, 30.2 mmol) in tetrahydrofuran was added n-butyllithium hexane solution (1.6 M, 22.6 mL, 36.2 mmol) under stirring at −78° C. The reaction mixture was stirred at the same temperature for 1.5 hr, and triisopropyl borate (20.9 mL, 90.6 mmol) was added. The mixture was allowed to warm to room temperature and stirred overnight. To the reaction mixture was added 2 M hydrochloric acid (150 mL) and the mixture was stirred for 2... The reactants are CN1CCCC1=O, CCN(C(C)C)C(C)C, O=[N+]([O-])c1ccc(O)cc1, Nc1cc(Cl)ccn1, O. The product is Nc1cc(Oc2ccc([N+](=O)[O-])cc2)ccn1. Reaction SMILES: [CH3:28][N:29]1[CH2:30][CH2:31][CH2:32][C:33]1=[O:34].[CH:19]([N:20]([CH2:21][CH3:22])[CH:23]([CH3:24])[CH3:25])([CH3:26])[CH3:27].[N+:9](=[O:10])([O-:11])[c:12]1[cH:13][cH:14][c:15]([OH:18])[cH:16][cH:17]1.[NH2:1][c:2]1[n:3][cH:4][cH:5][c:6]([Cl:8])[cH:7]1.[OH2:35]>>[NH2:1][c:2]1[n:3][cH:4][cH:5][c:6]([O:18][c:15]2[cH:14][cH:13][c:12]([N+:9](=[O:10])[O-:11])[cH:17][cH:16]2)[cH:7]1.